This data is from the Open Reaction Database (ORD), a public repository of structured organic reaction records. The task is: describe an organic reaction: reactants, conditions, products, and yield Reactants: CC(=O)Cl, Cl, NCC1CN(c2ccc3cc(-c4ccccc4C(F)(F)F)[nH]c(=O)c3c2)C(=O)O1, c1ccncc1. Yields the product CC(=O)NCC1CN(c2ccc3cc(-c4ccccc4C(F)(F)F)[nH]c(=O)c3c2)C(=O)O1. Reaction SMILES: [CH3:30][C:31]([Cl:32])=[O:33].[ClH:34].[NH2:1][CH2:2][CH:3]1[CH2:4][N:5]([c:9]2[cH:10][cH:11][c:12]3[cH:13][c:14](-[c:20]4[c:21]([C:26]([F:27])([F:28])[F:29])[cH:22][cH:23][cH:24][cH:25]4)[nH:15][c:16](=[O:19])[c:17]3[cH:18]2)[C:6](=[O:8])[O:7]1.[cH:35]1[cH:36][cH:37][n:38][cH:39][cH:40]1>>[NH:1]([CH2:2][CH:3]1[CH2:4][N:5]([c:9]2[cH:10][cH:11][c:12]3[cH:13][c:14](-[c:20]4[c:21]([C:26]([F:27])([F:28])[F:29])[cH:22][cH:23][cH:24][cH:25]4)[nH:15][c:16](=[O:19])[c:17]3[cH:18]2)[C:6](=[O:8])[O:7]1)[C:31]([CH3:30])=[O:33]. Starting materials: solution, C(CCC)[Li] (n-butyllithium), CN(N=C1[C@]2(C)[C@@H](CC1)[C@@H]1CCC=3C=C(C=CC3[C@H]1CC2)OC)C (3-methoxy-1,3,5(10)-estratrien-17-one N,N-dimethylhydrazone), CI (methyl iodide), [Cl-].[NH4+] (ammonium chloride). Solvent: CCCCCC (hexane), O1CCCC1 (tetrahydrofuran). Run at temperature 0 celsius, time 60 minute. Product: CN(N=C1[C@]2(C)[C@@H](C[C@H]1C)[C@@H]1CCC=3C=C(C=CC3[C@H]1CC2)OC)C (3-methoxy-16α-methyl-1,3,5(10)-estratrien-17-one N,N-dimethylhydrazone). Reaction SMILES: [CH3:1][N:2]([CH3:24])[N:3]=[C:4]1[CH2:9][CH2:8][C@H:7]2[C@H:10]3[C@H:19]([CH2:20][CH2:21][C@:5]12[CH3:6])[C:18]1[CH:17]=[CH:16][C:15]([O:22][CH3:23])=[CH:14][C:13]=1[CH2:12][CH2:11]3.[CH2:25]([Li])CCC.CI.[Cl-].[NH4+]>O1CCCC1.CCCCCC>[CH3:24][N:2]([CH3:1])[N:3]=[C:4]1[C@H:9]([CH3:25])[CH2:8][C@H:7]2[C@H:10]3[C@H:19]([CH2:20][CH2:21][C@:5]12[CH3:6])[C:18]1[CH:17]=[CH:16][C:15]([O:22][CH3:23])=[CH:14][C:13]=1[CH2:12][CH2:11]3 |f:3.4|. Procedure: A solution of 5 g of 3-methoxy-1,3,5(10)-estratrien-17-one N,N-dimethylhydrazone in 50 ml of absolute tetrahydrofuran (THF) is combined dropwise at 0° C. with 13 ml of a 15% solution of n-butyllithium in hexane. After this addition the mixture is stirred for 60 minutes under argon at 0° C., then 1.3 ml of methyl iodide is added dropwise thereto at 0° C., and the mixture is stirred for another 30 minutes at room temperature. To work up the mixture, it is poured into saturated ammonium chloride so... Reactants: ice water, C(C)(=O)OCCC1=CC=CC=C1 (phenethyl acetate), C(CCCCCCCCC)(=O)Cl (decanoyl chloride), [Cl-].[Al+3].[Cl-].[Cl-] (Aluminum chloride). Run in ClC(C)Cl (dichloroethane). The product is C(C)(=O)OCCC1=CC=C(C=C1)C(CCCCCCC)=O (2-(4-Octanoylphenyl)ethyl Acetate). The yield is 40.3%. As a reaction SMILES: [Cl-].[Al+3].[Cl-].[Cl-].[C:5]([O:8][CH2:9][CH2:10][C:11]1[CH:16]=[CH:15][CH:14]=[CH:13][CH:12]=1)(=[O:7])[CH3:6].[C:17](Cl)(=[O:27])[CH2:18][CH2:19][CH2:20][CH2:21][CH2:22][CH2:23][CH2:24]CC>ClC(Cl)C>[C:5]([O:8][CH2:9][CH2:10][C:11]1[CH:16]=[CH:15][C:14]([C:17](=[O:27])[CH2:18][CH2:19][CH2:20][CH2:21][CH2:22][CH2:23][CH3:24])=[CH:13][CH:12]=1)(=[O:7])[CH3:6] |f:0.1.2.3|. Procedure details: Aluminum chloride (111.8 g) was added to dichloroethane (500 ml) in a stream of nitrogen and the mixture was stirred at room temperature. Then, phenethyl acetate (91.8 g) and decanoyl chloride (100 g) were dropwise added thereto under ice-cooling and the mixture was stirred at room temperature overnight. The reaction mixture was poured into ice water and extracted with diethyl ether. The ether layer was washed with saturated brine and dried over anhydrous magnesium sulfate. The solvent was disti... The product is N#CCOc1cccc(C=CC(=O)c2c(O)c3ccccc3[nH]c2=O)c1. As a reaction SMILES: [C:16](#[N:17])[CH2:18][O:19][c:20]1[cH:21][c:22]([CH:23]=[O:24])[cH:25][cH:26][cH:27]1.[C:1]([CH3:2])(=[O:3])[c:4]1[c:5](=[O:15])[nH:6][c:7]2[cH:8][cH:9][cH:10][cH:11][c:12]2[c:13]1[OH:14].[CH2:28]1[CH2:29][CH2:30][NH:31][CH2:32][CH2:33]1.[CH3:39][N:40]([CH3:41])[CH:42]=[O:43].[CH:35]([Cl:36])([Cl:37])[Cl:38].[OH2:34]>>[C:1]([CH:2]=[CH:23][c:22]1[cH:21][c:20]([O:19][CH2:18][C:16]#[N:17])[cH:27][cH:26][cH:25]1)(=[O:3])[c:4]1[c:5](=[O:15])[nH:6][c:7]2[cH:8][cH:9][cH:10][cH:11][c:12]2[c:13]1[OH:14]. Starting materials: N#CCOc1cccc(C=O)c1, CC(=O)c1c(O)c2ccccc2[nH]c1=O, C1CCNCC1, CN(C)C=O, ClC(Cl)Cl, O.